describe an organic reaction: reactants, conditions, products, and yield From a dataset of the Open Reaction Database (ORD), a public repository of structured organic reaction records. Yields the product COC(=O)c1ccc(N(C)C(=O)c2ccc(C(C)C(O)(c3ccnc(Cl)c3)C(F)(F)F)c(Cl)c2)cc1. The reactants are CCN(C(C)C)C(C)C, CNc1ccc(C(=O)OC)cc1, CC(c1ccc(C(=O)O)cc1Cl)C(O)(c1ccnc(Cl)c1)C(F)(F)F, ClCCl. RXN SMILES: [CH2:38]([N:39]([CH:40]([CH3:41])[CH3:42])[CH:43]([CH3:44])[CH3:45])[CH3:46].[CH3:26][O:27][C:28]([c:29]1[cH:30][cH:31][c:32]([NH:35][CH3:36])[cH:33][cH:34]1)=[O:37].[Cl:1][c:2]1[cH:3][c:4]([C:5](=[O:6])[OH:7])[cH:8][cH:9][c:10]1[CH:11]([C:12]([C:13]([F:14])([F:15])[F:16])([OH:17])[c:18]1[cH:19][c:20]([Cl:24])[n:21][cH:22][cH:23]1)[CH3:25].[Cl:47][CH2:48][Cl:49]>>[Cl:1][c:2]1[cH:3][c:4]([C:5](=[O:6])[N:35]([c:32]2[cH:31][cH:30][c:29]([C:28]([O:27][CH3:26])=[O:37])[cH:34][cH:33]2)[CH3:36])[cH:8][cH:9][c:10]1[CH:11]([C:12]([C:13]([F:14])([F:15])[F:16])([OH:17])[c:18]1[cH:19][c:20]([Cl:24])[n:21][cH:22][cH:23]1)[CH3:25]. Reactants: N1N=C(C=C1)N (1H-Pyrazol-3-ylamine), C(C)OC(=O)N1C(C2=CC=CC=C2C1=O)=O (1,3-dioxo-1,3-dihydro-isoindole-2-carboxylic acid ethyl ester). The solvent is C1CCOC1 (THF). Yields the product N1N=C(C=C1)N1C(C2=CC=CC=C2C1=O)=O (2-(1H-Pyrazol-3-yl)-isoindole-1,3-dione). RXN SMILES: [NH:1]1[CH:5]=[CH:4][C:3]([NH2:6])=[N:2]1.C(OC(N1[C:20](=[O:21])[C:19]2[C:14](=[CH:15][CH:16]=[CH:17][CH:18]=2)[C:13]1=[O:22])=O)C>C1COCC1>[NH:1]1[CH:5]=[CH:4][C:3]([N:6]2[C:20](=[O:21])[C:19]3[C:14](=[CH:15][CH:16]=[CH:17][CH:18]=3)[C:13]2=[O:22])=[N:2]1. Procedure details: 1H-Pyrazol-3-ylamine (2 g, 24 mmol) and 1,3-dioxo-1,3-dihydro-isoindole-2-carboxylic acid ethyl ester (5.3 g, 24 mmol) are stirred in THF (70 ml) at room temperature for 18 hours. The reaction mixture is then concentrated to half volume and filtered to remove the titled compound which is washed with methanol followed by diethyl ether. Starting materials: tert-butyl 2-hydroxyethyl (methyl)carbamate, COC1=CC=C(C(=O)Cl)C=C1 (4-methoxybenzoyl chloride), N1=CC=CC=C1 (pyridine), COC1=CC=C(C(=O)Cl)C=C1 (4-methoxybenzoyl chloride), N1=CC=CC=C1 (pyridine), C(C)(=O)OCC (ethyl acetate), C(C)(=O)OCC (Ethyl acetate). Reaction conditions: time 14 hour. Yields the product Cl.COC1=CC=C(C(=O)OCCNC)C=C1 (2-(Methylamino)ethyl 4-methoxybenzoate hydrochloride). Reaction SMILES: [CH3:1][O:2][C:3]1[CH:11]=[CH:10][C:6]([C:7]([Cl:9])=[O:8])=[CH:5][CH:4]=1.[N:12]1[CH:17]=CC=[CH:14][CH:13]=1.C(OCC)(=[O:20])C>>[ClH:9].[CH3:1][O:2][C:3]1[CH:11]=[CH:10][C:6]([C:7]([O:20][CH2:14][CH2:13][NH:12][CH3:17])=[O:8])=[CH:5][CH:4]=1 |f:3.4|. Procedure details: To a mixture of tert-butyl 2-hydroxyethyl (methyl)carbamate (1.75 g) obtained in Reference Example 1 and ethyl acetate (10 mL) were added 4-methoxybenzoyl chloride (1.88 g) and pyridine (0.97 mL). After stirring at room temperature for 14 hrs., 4-methoxybenzoyl chloride (0.70 g) and pyridine (0.97 mL) were added and the mixture was stirred at room temperature for 1 hr. Ethyl acetate (80 mL) was added to the reaction mixture, and the mixture was washed with water (20 mL), a saturated aqueous sodi... Reactants: CN1CCCC1=O, [Cu+2], N#C[Cu]C#N, COc1ccc2c(c1)C(=O)Cc1c(F)cccc1S2, N, O, O=S(=O)([O-])[O-]. The product is COc1ccc2c(c1)C(=O)Cc1c(C#N)cccc1S2. Reaction SMILES: [CH3:1][N:2]1[CH2:3][CH2:4][CH2:5][C:6]1=[O:7].[Cu+2:38].[Cu:27]([C:28]#[N:29])[C:30]#[N:31].[F:8][c:9]1[cH:10][cH:11][cH:12][c:13]2[c:14]1[CH2:15][C:16](=[O:26])[c:17]1[c:18]([cH:20][cH:21][c:22]([O:24][CH3:25])[cH:23]1)[S:19]2.[NH3:32].[OH2:39].[S:33]([O-:34])([O-:35])(=[O:36])=[O:37]>>[C:1](#[N:2])[c:9]1[cH:10][cH:11][cH:12][c:13]2[c:14]1[CH2:15][C:16](=[O:26])[c:17]1[c:18]([cH:20][cH:21][c:22]([O:24][CH3:25])[cH:23]1)[S:19]2. Starting materials: Cl (hydrochloric acid), C(CCCC)(=O)NN (pentanoic acid hydrazide), carboxylic acid, 1, C(C(=O)Cl)(=O)Cl (oxalyl chloride), CN1C(CCC1)=O (1-Methyl-pyrrolidin-2-one). The reagents and catalysts are CN(C=O)C (N,N-dimethylformamide). Solvent: O (water), ClCCl (dichloromethane), ClCCl (dichloromethane), ClCCl (dichloromethane). Run at time 5 hour. Product: C(CCCC)(=O)NNC(=O)C1CCN(CC1)C1=NC=CC=C1 (3,4,5,6-Tetrahydro-2H-[1,2′]bipyridinyl-4-carboxylic acid N′-pentanoyl-hydrazide). Isolated yield 30.6%. As a reaction SMILES: [C:1](Cl)(=[O:5])[C:2](Cl)=O.[C:7]([NH:13][NH2:14])(=[O:12])[CH2:8][CH2:9][CH2:10][CH3:11].[CH3:15][N:16]1[CH2:20][CH2:19][CH2:18][C:17]1=O.Cl>ClCCl.CN(C)C=O.O>[C:7]([NH:13][NH:14][C:1]([CH:2]1[CH2:19][CH2:20][N:16]([C:17]2[CH:18]=[CH:19][CH:20]=[CH:15][N:16]=2)[CH2:17][CH2:18]1)=[O:5])(=[O:12])[CH2:8][CH2:9][CH2:10][CH3:11]. Reported procedure: The carboxylic acid from Preparation 1 (1.5 g, 7.3 mmol) was suspended in dichloromethane (40 ml) containing N,N-dimethylformamide (2 drops) and oxalyl chloride (1.27 ml, 14 mmol) in dichloromethane (5 ml) was added drop wise. The mixture was stirred for 5 hours at room temperature and then was evaporated under reduced pressure. The residue was suspended in hexane and evaporated (3×20 ml). The residue was dissolved in dichloromethane and cooled to 0° C. and pentanoic acid hydrazide (1.7 g, 14.6 ... The reactants are [Br-], CON(C)C(=O)c1cc(NC(C)=O)cc(S(F)(F)(F)(F)F)c1, C1CCOC1, C[Si](C)(C)[N-][Si](C)(C)C, C[Mg+], CCOC(C)=O, Cl, [Li+], O. Yields the product CC(=O)Nc1cc(C(C)=O)cc(S(F)(F)(F)(F)F)c1. RXN SMILES: [Br-:33].[C:1]([CH3:2])(=[O:3])[NH:4][c:5]1[cH:6][c:7]([C:8](=[O:9])[N:10]([O:11][CH3:12])[CH3:13])[cH:14][c:15]([S:17]([F:18])([F:19])([F:20])([F:21])[F:22])[cH:16]1.[CH2:37]1[O:38][CH2:39][CH2:40][CH2:41]1.[CH3:23][Si:24]([CH3:25])([CH3:26])[N-:27][Si:28]([CH3:29])([CH3:30])[CH3:31].[CH3:34][Mg+:35].[CH3:42][CH2:43][O:44][C:45](=[O:46])[CH3:47].[ClH:36].[Li+:32].[OH2:48]>>[C:1]([CH3:2])(=[O:3])[NH:4][c:5]1[cH:6][c:7]([C:8](=[O:9])[CH3:23])[cH:14][c:15]([S:17]([F:18])([F:19])([F:20])([F:21])[F:22])[cH:16]1. The reactants are C(C)(C)(C)OC(=O)N1C(=CC=C1)B(O)O (1-(t-butoxycarbonyl)pyrrole-2-boronic acid), tetrakistriphenylphosphine palladium, C([O-])([O-])=O.[Na+].[Na+] (sodium carbonate), O (water), BrC1=C(C=C(C=C1)N)F (4-bromo-3-fluoro-phenylamine). The solvent is C(OC)COC (dimethoxyethane). Reaction conditions: temperature 70 celsius, time 3 hour. Yields the product NC1=CC(=C(C=C1)C=1N(C=CC1)C(=O)OC(C)(C)C)F (t-butyl 2-(4-amino-2-fluoro-phenyl)-pyrrole-1-carboxylate). As a reaction SMILES: [C:1]([O:5][C:6]([N:8]1[CH:12]=[CH:11][CH:10]=[C:9]1B(O)O)=[O:7])([CH3:4])([CH3:3])[CH3:2].C(=O)([O-])[O-].[Na+].[Na+].O.Br[C:24]1[CH:29]=[CH:28][C:27]([NH2:30])=[CH:26][C:25]=1[F:31]>C(COC)OC>[NH2:30][C:27]1[CH:28]=[CH:29][C:24]([C:9]2[N:8]([C:6]([O:5][C:1]([CH3:4])([CH3:3])[CH3:2])=[O:7])[CH:12]=[CH:11][CH:10]=2)=[C:25]([F:31])[CH:26]=1 |f:1.2.3|. Procedure details: 1.6 g of 1-(t-butoxycarbonyl)pyrrole-2-boronic acid, 200 mg of tetrakistriphenylphosphine palladium, 5 ml of aqueous saturated sodium carbonate solution and 5 ml of water were added in order to a dimethoxyethane (10 ml) solution of 1 g of 4-bromo-3-fluoro-phenylamine, and the reaction liquid was stirred in a nitrogen atmosphere at 70° C. for 3 hours. After cooled, the reaction liquid was filtered through Celite, and the filtrate was diluted with ethyl acetate, washed with water and saturated sal... The reactants are C(=O)([O-])[O-].[K+].[K+] (K2CO3), FC1=CC=C(C=C1)[N+](=O)[O-] (1-fluoro-4-nitrobenzene), C(C)(C)(C)OC(=O)NCC=1C=C(C=CC1O)CC(=O)OC (Methyl 2-(3-((tert-butoxycarbonyl)aminomethyl)-4-hydroxyphenyl)acetate). Procedure: Methyl 2-(3-((tert-butoxycarbonyl)aminomethyl)-4-hydroxyphenyl)acetate (200 mg, 0.677 mmol) was diluted with ACN (2 mL) followed by the addition of K2CO3 (206 mg, 1.49 mmol) and 1-fluoro-4-nitrobenzene (0.103 mL, 0.948 mmol). The reaction mixture was heated to reflux (at about 82° C.) and stirred for 5 hours. The reaction mixture was then diluted with ethyl acetate and water. The layers were separated and the organic layer was dried over MgSO4, filtered and concentrated. The material was purifie... Run in C(C)(=O)OCC (ethyl acetate), O (water), C(C)#N (ACN). Reaction SMILES: [C:1]([O:5][C:6]([NH:8][CH2:9][C:10]1[CH:11]=[C:12]([CH2:17][C:18]([O:20][CH3:21])=[O:19])[CH:13]=[CH:14][C:15]=1[OH:16])=[O:7])([CH3:4])([CH3:3])[CH3:2].C([O-])([O-])=O.[K+].[K+].F[C:29]1[CH:34]=[CH:33][C:32]([N+:35]([O-:37])=[O:36])=[CH:31][CH:30]=1>C(#N)C.C(OCC)(=O)C.O>[C:1]([O:5][C:6]([NH:8][CH2:9][C:10]1[CH:11]=[C:12]([CH2:17][C:18]([O:20][CH3:21])=[O:19])[CH:13]=[CH:14][C:15]=1[O:16][C:29]1[CH:34]=[CH:33][C:32]([N+:35]([O-:37])=[O:36])=[CH:31][CH:30]=1)=[O:7])([CH3:4])([CH3:3])[CH3:2] |f:1.2.3|. Yields the product C(C)(C)(C)OC(=O)NCC=1C=C(C=CC1OC1=CC=C(C=C1)[N+](=O)[O-])CC(=O)OC (methyl 2-(3-((tert-butoxycarbonyl)aminomethyl)-4-(4-nitrophenoxy)phenyl)acetate). The yield is 85.8%. Conditions: temperature 82 celsius, time 5 hour.